Dataset: the Open Reaction Database (ORD), a public repository of structured organic reaction records. Task: describe an organic reaction: reactants, conditions, products, and yield The reactants are COc1cc(C(F)(F)F)cc([N+](=O)[O-])c1C#N, [K+], C1COCCO1, [OH-], O, OCc1ccccc1. Yields the product COc1cc(C(F)(F)F)cc(OCc2ccccc2)c1C#N. As a reaction SMILES: [CH3:1][O:2][c:3]1[c:4]([C:5]#[N:6])[c:7]([N+:15]([O-:16])=[O:17])[cH:8][c:9]([C:11]([F:12])([F:13])[F:14])[cH:10]1.[K+:27].[O:28]1[CH2:29][CH2:30][O:31][CH2:32][CH2:33]1.[OH-:26].[OH2:34].[OH:18][CH2:19][c:20]1[cH:21][cH:22][cH:23][cH:24][cH:25]1>>[CH3:1][O:2][c:3]1[c:4]([C:5]#[N:6])[c:7]([O:18][CH2:19][c:20]2[cH:21][cH:22][cH:23][cH:24][cH:25]2)[cH:8][c:9]([C:11]([F:12])([F:13])[F:14])[cH:10]1. Reactants: ClC1=C2C(=NC=C1C(C1=CC(=CC=C1)OC)=O)N(N=C2)CC (4-chloro-1-ethyl-5-(3-methoxybenzoyl)-1H-pyrazolo[3,4-b]pyridine), Cl.NO (hydroxylamine hydrochloride), O.C1(=CC=C(C=C1)S(=O)(=O)O)C (p-toluenesulfonic acid monohydrate), O (water). Run in C(C)(=O)O (acetic acid). Yields the product C(C)N1N=CC2=C1N=CC=1C2=NOC1C1=CC(=CC=C1)OC (6-Ethyl-3-(3-methoxyphenyl)-6H-isoxazolo[3,4-d]pyrazolo[3,4-b]pyridine). Reaction SMILES: Cl[C:2]1[C:7]([C:8](=[O:17])[C:9]2[CH:14]=[CH:13][CH:12]=[C:11]([O:15][CH3:16])[CH:10]=2)=[CH:6][N:5]=[C:4]2[N:18]([CH2:21][CH3:22])[N:19]=[CH:20][C:3]=12.Cl.[NH2:24]O.O.C1(C)C=CC(S(O)(=O)=O)=CC=1.O>C(O)(=O)C>[CH2:21]([N:18]1[C:4]2[N:5]=[CH:6][C:7]3[C:2](=[N:24][O:17][C:8]=3[C:9]3[CH:14]=[CH:13][CH:12]=[C:11]([O:15][CH3:16])[CH:10]=3)[C:3]=2[CH:20]=[N:19]1)[CH3:22] |f:1.2,3.4|. Reported procedure: Five grams of 4-chloro-1-ethyl-5-(3-methoxybenzoyl)-1H-pyrazolo[3,4-b]pyridine was refluxed for 2 hours in 500 ml of acetic acid containing 15 g of hydroxylamine hydrochloride and 1 g of p-toluenesulfonic acid monohydrate. At the end of this time the reaction mixture was poured into water and extracted with dichloromethane. The organic phase was washed well with water, dried, evaporated and chromatographed over 230-400 mesh silica gel. The appropriate fractions were combined and evaporated to gi... The reactants are CO, C=CCOC(=O)Cl, NC(Cc1ccc(Cl)cc1)C(=O)O. Yields the product C=CCOC(=O)NC(Cc1ccc(Cl)cc1)C(=O)O. Reaction SMILES: [CH3:21][OH:22].[Cl:14][C:15](=[O:16])[O:17][CH2:18][CH:19]=[CH2:20].[Cl:1][c:2]1[cH:3][cH:4][c:5]([CH2:6][CH:7]([NH2:8])[C:9](=[O:10])[OH:11])[cH:12][cH:13]1>>[Cl:1][c:2]1[cH:3][cH:4][c:5]([CH2:6][CH:7]([NH:8][C:15](=[O:16])[O:17][CH2:18][CH:19]=[CH2:20])[C:9](=[O:10])[OH:11])[cH:12][cH:13]1. The reactants are C=Cc1ccc(CCCC)s1, ClCCl, [Cu+2], CCOC(=O)C=[N+]=[N-], O=S(=O)([O-])[O-]. Product: CCCCc1ccc(C2CC2C(=O)OCC)s1. As a reaction SMILES: [CH2:9]([CH2:10][CH2:11][CH3:12])[c:13]1[cH:14][cH:15][c:16]([CH:18]=[CH2:19])[s:17]1.[Cl:20][CH2:21][Cl:22].[Cu+2:23].[N+:1](=[N-:2])=[CH:3][C:4](=[O:5])[O:6][CH2:7][CH3:8].[O-:24][S:25](=[O:26])(=[O:27])[O-:28]>>[CH:3]1([C:4](=[O:5])[O:6][CH2:7][CH3:8])[CH:18]([c:16]2[cH:15][cH:14][c:13]([CH2:9][CH2:10][CH2:11][CH3:12])[s:17]2)[CH2:19]1. Reactants: CCOC(=O)c1ccc2c(c1)CC(C)(C)C(c1cc(F)cc(N3CCNCC3)c1)N2, CO, Cl, [Li+], C1CCOC1, [OH-], O, O. The product is CC1(C)Cc2cc(C(=O)O)ccc2NC1c1cc(F)cc(N2CCNCC2)c1. RXN SMILES: [CH2:1]([CH3:2])[O:3][C:4](=[O:5])[c:6]1[cH:7][c:8]2[c:13]([cH:14][cH:15]1)[NH:12][CH:11]([c:16]1[cH:17][c:18]([F:28])[cH:19][c:20]([N:22]3[CH2:23][CH2:24][NH:25][CH2:26][CH2:27]3)[cH:21]1)[C:10]([CH3:29])([CH3:30])[CH2:9]2.[CH3:36][OH:37].[ClH:35].[Li+:33].[O:38]1[CH2:39][CH2:40][CH2:41][CH2:42]1.[OH-:32].[OH2:31].[OH2:34]>>[O:3]=[C:4]([OH:5])[c:6]1[cH:7][c:8]2[c:13]([cH:14][cH:15]1)[NH:12][CH:11]([c:16]1[cH:17][c:18]([F:28])[cH:19][c:20]([N:22]3[CH2:23][CH2:24][NH:25][CH2:26][CH2:27]3)[cH:21]1)[C:10]([CH3:29])([CH3:30])[CH2:9]2. Reactants: N#Cc1ccc(OC2CCN(CCC3CCC(N)CC3)CC2)c(F)c1, O=C(O)c1cccs1. The product is N#Cc1ccc(OC2CCN(CCC3CCC(NC(=O)c4cccs4)CC3)CC2)c(F)c1. As a reaction SMILES: [NH2:1][CH:2]1[CH2:3][CH2:4][CH:5]([CH2:8][CH2:9][N:10]2[CH2:11][CH2:12][CH:13]([O:16][c:17]3[c:18]([F:25])[cH:19][c:20]([C:21]#[N:22])[cH:23][cH:24]3)[CH2:14][CH2:15]2)[CH2:6][CH2:7]1.[s:26]1[c:27]([C:31](=[O:32])[OH:33])[cH:28][cH:29][cH:30]1>>[NH:1]([CH:2]1[CH2:3][CH2:4][CH:5]([CH2:8][CH2:9][N:10]2[CH2:11][CH2:12][CH:13]([O:16][c:17]3[c:18]([F:25])[cH:19][c:20]([C:21]#[N:22])[cH:23][cH:24]3)[CH2:14][CH2:15]2)[CH2:6][CH2:7]1)[C:31]([c:27]1[s:26][cH:30][cH:29][cH:28]1)=[O:32]. Yields the product CC(Cc1ccc(Oc2ccc(C(N)=O)cn2)cc1)NCc1ccccc1. RXN SMILES: [Br:21][CH2:22][c:23]1[cH:24][cH:25][cH:26][cH:27][cH:28]1.[NH2:1][CH:2]([CH2:3][c:4]1[cH:5][cH:6][c:7]([O:8][c:9]2[n:10][cH:11][c:12]([C:13](=[O:14])[NH2:15])[cH:16][cH:17]2)[cH:18][cH:19]1)[CH3:20]>>[NH:1]([CH:2]([CH2:3][c:4]1[cH:5][cH:6][c:7]([O:8][c:9]2[n:10][cH:11][c:12]([C:13](=[O:14])[NH2:15])[cH:16][cH:17]2)[cH:18][cH:19]1)[CH3:20])[CH2:22][c:23]1[cH:24][cH:25][cH:26][cH:27][cH:28]1. Reactants: BrCc1ccccc1, CC(N)Cc1ccc(Oc2ccc(C(N)=O)cn2)cc1. Procedure details: L-lysine monofluorophosphate was prepared by combining 29.2 grams of free-base lysine with 20 gm. (grams) of monofluorophosphoric acid in about 75 ml. of water. The resulting clear syrupy solution was poured into 750 ml. of a 50:50 mixture of methanol and ethanol (absolute) to precipitate the solid salt. The cake was collected after filtration and rinsed with methanol. The product (L-lysine monofluorophosphate) was then air dried. The L-lysine monofluorophosphate was tested in rat diets as descr... The product is P(=O)(O)(O)F.N[C@@H](CCCCN)C(=O)O (L-lysine monofluorophosphate). RXN SMILES: [NH2:1][C@H:2]([C:8]([OH:10])=[O:9])[CH2:3][CH2:4][CH2:5][CH2:6][NH2:7].[OH:11][P:12]([F:15])([OH:14])=[O:13].O.CO>C(O)C>[P:12]([F:15])([OH:14])([OH:13])=[O:11].[NH2:1][C@H:2]([C:8]([OH:10])=[O:9])[CH2:3][CH2:4][CH2:5][CH2:6][NH2:7] |f:5.6|. Run in C(C)O (ethanol). Reactants: N[C@@H](CCCCN)C(=O)O (lysine), OP(=O)(O)F (monofluorophosphoric acid), O (water), CO (methanol).